This data is from the Open Reaction Database (ORD), a public repository of structured organic reaction records. The task is: describe an organic reaction: reactants, conditions, products, and yield Starting materials: CS(C)=O, CC(C)c1ccc(S(N)(=O)=O)nc1, COc1ccccc1Oc1c(Cl)nc(N2CCOCC2)nc1Cl, [K]. Product: COc1ccccc1Oc1c(Cl)nc(N2CCOCC2)nc1NS(=O)(=O)c1ccc(C(C)C)cn1. RXN SMILES: [CH3:38][S:39]([CH3:40])=[O:41].[CH:25]([CH3:26])([CH3:27])[c:28]1[cH:29][cH:30][c:31]([S:34](=[O:35])(=[O:36])[NH2:37])[n:32][cH:33]1.[Cl:1][c:2]1[n:3][c:4]([N:18]2[CH2:19][CH2:20][O:21][CH2:22][CH2:23]2)[n:5][c:6]([Cl:17])[c:7]1[O:8][c:9]1[c:10]([O:15][CH3:16])[cH:11][cH:12][cH:13][cH:14]1.[K:24]>>[c:2]1([NH:37][S:34]([c:31]2[cH:30][cH:29][c:28]([CH:25]([CH3:26])[CH3:27])[cH:33][n:32]2)(=[O:35])=[O:36])[n:3][c:4]([N:18]2[CH2:19][CH2:20][O:21][CH2:22][CH2:23]2)[n:5][c:6]([Cl:17])[c:7]1[O:8][c:9]1[c:10]([O:15][CH3:16])[cH:11][cH:12][cH:13][cH:14]1.